This data is from the Open Reaction Database (ORD), a public repository of structured organic reaction records. The task is: describe an organic reaction: reactants, conditions, products, and yield Product: CC(=O)OCCNc1c(C)c(C)n2nnnc2c1N. Reaction SMILES: [CH3:1][c:2]1[c:3]([CH3:21])[c:4]([NH:14][CH2:15][CH2:16][O:17][C:18]([CH3:19])=[O:20])[c:5]([N+:11]([O-:12])=[O:13])[c:6]2[n:7]1[n:8][n:9][n:10]2.[CH3:22][c:23]1[cH:24][cH:25][cH:26][cH:27][cH:28]1.[CH3:29][CH:30]([OH:31])[CH3:32].[CH3:33][CH2:34][O:35][CH2:36][CH3:37]>>[CH3:1][c:2]1[c:3]([CH3:21])[c:4]([NH:14][CH2:15][CH2:16][O:17][C:18]([CH3:19])=[O:20])[c:5]([NH2:11])[c:6]2[n:7]1[n:8][n:9][n:10]2. Reactants: CC(=O)OCCNc1c(C)c(C)n2nnnc2c1[N+](=O)[O-], Cc1ccccc1, CC(C)O, CCOCC. Starting materials: C(CC)N (Propylamine), [OH-].[Na+] (sodium hydroxide), alcohol, BrCCOC1=CC=CC=C1 (β-bromophenetole). Product: O(C1=CC=CC=C1)CCNCCC (N-2-phenoxyethyl-N-propylamine). Reaction SMILES: [CH2:1]([NH2:4])[CH2:2][CH3:3].Br[CH2:6][CH2:7][O:8][C:9]1[CH:14]=[CH:13][CH:12]=[CH:11][CH:10]=1.[OH-].[Na+]>>[O:8]([CH2:7][CH2:6][NH:4][CH2:1][CH2:2][CH3:3])[C:9]1[CH:14]=[CH:13][CH:12]=[CH:11][CH:10]=1 |f:2.3|. Procedure: 47.2 g. Propylamine was dissolved in 100 ml. absolute alcohol with cooling and 40.2 g. β-bromophenetole was added portionwise to the solution formed. After completion of the addition the reaction mixture was allowed to stand at room temperature for one week with occasional agitation. The excess of amine and solvent were then removed under vacuum from the steam bath and the residual colourless solid obtained on cooling was treated with an excess of 5N aqueous sodium hydroxide. An oil was liberate...